This data is from the Open Reaction Database (ORD), a public repository of structured organic reaction records. The task is: describe an organic reaction: reactants, conditions, products, and yield The solvent is O1CCOCC1 (dioxane), C1(=CC=CC=C1)C (toluene). Reactants: CC=1SC=C2NC3=C(NC(C21)=O)C=CC=C3 (4,9-dihydro-1-methyl-10H-thieno[3,4-b][1,5]benzodiazepin-10-one), C(=O)(Cl)Cl (phosgene). Procedure: From 4,9-dihydro-1-methyl-10H-thieno[3,4-b][1,5]benzodiazepin-10-one and phosgene in a mixture of dioxane and toluene, 4-chlorocarbonyl-4,9-dihydro-1-methyl-10H-thieno[3,4-b][1,5]benzodiazepin-10-one was obtained, m.p. 235°-236° C. (chloroform); Reaction SMILES: [CH3:1][C:2]1[S:3][CH:4]=[C:5]2[C:11]=1[C:10](=[O:12])[NH:9][C:8]1[CH:13]=[CH:14][CH:15]=[CH:16][C:7]=1[NH:6]2.[C:17](Cl)([Cl:19])=[O:18]>O1CCOCC1.C1(C)C=CC=CC=1>[Cl:19][C:17]([N:6]1[C:7]2[CH:16]=[CH:15][CH:14]=[CH:13][C:8]=2[NH:9][C:10](=[O:12])[C:11]2=[C:2]([CH3:1])[S:3][CH:4]=[C:5]12)=[O:18]. Yields the product ClC(=O)N1C=2C(C(NC3=C1C=CC=C3)=O)=C(SC2)C (4-chlorocarbonyl-4,9-dihydro-1-methyl-10H-thieno[3,4-b][1,5]benzodiazepin-10-one). The reactants are C(CCC)NC1=CC(=CC=C1)CO (N-butyl-N-(3-hydroxymethylphenyl)-amine), N1=CC=CC=C1 (pyridine), C([O-])([O-])=O.[K+].[K+] (potassium carbonate), BrCC(=O)Br (bromoacetyl bromide). Solvent: C1(=CC=CC=C1)C (toluene). Conditions: temperature 0 celsius, time 5 hour. The product is C(CCC)N(C(CBr)=O)C1=CC(=CC=C1)CO (N-butyl-N-(3-hydroxymethylphenyl)-bromoacetamide). As a reaction SMILES: [CH2:1]([NH:5][C:6]1[CH:11]=[CH:10][CH:9]=[C:8]([CH2:12][OH:13])[CH:7]=1)[CH2:2][CH2:3][CH3:4].N1C=CC=CC=1.[Br:20][CH2:21][C:22](Br)=[O:23].C(=O)([O-])[O-].[K+].[K+]>C1(C)C=CC=CC=1>[CH2:1]([N:5]([C:6]1[CH:11]=[CH:10][CH:9]=[C:8]([CH2:12][OH:13])[CH:7]=1)[C:22](=[O:23])[CH2:21][Br:20])[CH2:2][CH2:3][CH3:4] |f:3.4.5|. Procedure: To a solution of 3.42 g (19.2 mmol) of the compound of Example 532A in 20 ml toluene, was added 2.42 ml (30 mmol) pyridine. The mixture was cooled to 0° C.; 4.025 gm (20.0 mmol) of bromoacetyl bromide (diluted with 5 ml toluene) was added in a dropwise fashion. The reaction mixture was allowed to stir for 5 hours at 0° C. and then was allowed to warm to room temperature. Saturated potassium carbonate solution was added, and the mixture was stirred vigorously for 2 hours. The mixture was extracte... Reactants: COC(=O)C1=NC=C(N=C1)Cl (5-chloro-pyrazine-2-carboxylic acid methyl ester), C(C)#N (acetonitrile), C(C)N(C(C)C)C(C)C (N-ethyl diisopropylamine), C(C)(C)(C)OC(=O)N1CCC(CC1)N (4-amino-piperidine-1-carboxylic acid tert-butyl ester). Yields the product C(C)(C)(C)OC(=O)N1CCC(CC1)NC1=NC=CC2=CC=CC=C12 (4-(Isoquinolin-1-ylamino)-piperidine-1-carboxylic acid tert-butyl ester). Reaction SMILES: CO[C:3]([C:5]1[CH:10]=[N:9][C:8](Cl)=[CH:7]N=1)=O.[C:12]([O:16][C:17]([N:19]1[CH2:24][CH2:23][CH:22]([NH2:25])[CH2:21][CH2:20]1)=[O:18])([CH3:15])([CH3:14])[CH3:13].[C:26](#N)[CH3:27].[CH2:29](N(C(C)C)C(C)C)[CH3:30]>>[C:12]([O:16][C:17]([N:19]1[CH2:24][CH2:23][CH:22]([NH:25][C:10]2[C:5]3[C:3](=[CH:29][CH:30]=[CH:26][CH:27]=3)[CH:7]=[CH:8][N:9]=2)[CH2:21][CH2:20]1)=[O:18])([CH3:15])([CH3:13])[CH3:14]. Reported procedure: A solution of 5-chloro-pyrazine-2-carboxylic acid methyl ester (1.33 g, 7.68 mmol, 1.0 equiv; commercially available) and 4-amino-piperidine-1-carboxylic acid tert-butyl ester (2.00 g, 10.00 mmol, 1.3 equiv; commercially available) in N-ethyl diisopropylamine (12 mL) and acetonitrile (16 mL) was heated by microwave irradiation to 160° C. for 40 min. The solvent was evaporated under reduced pressure and the residue purified by silica column chromatography using a MPLC system (CombiFlash Companion... The reactants are O=C(Cl)Oc1ccccc1, O=C(O)C(F)(F)F, CC(CN)c1ccc(-c2ccsc2)cc1. Product: NCC(CC(=O)Oc1ccccc1)c1ccc(-c2ccsc2)cc1. As a reaction SMILES: [Cl:23][C:24](=[O:25])[O:26][c:27]1[cH:28][cH:29][cH:30][cH:31][cH:32]1.[F:1][C:2]([F:3])([F:4])[C:5]([OH:6])=[O:7].[s:8]1[cH:9][c:10](-[c:13]2[cH:14][cH:15][c:16]([CH:19]([CH2:20][NH2:21])[CH3:22])[cH:17][cH:18]2)[cH:11][cH:12]1>>[s:8]1[cH:9][c:10](-[c:13]2[cH:14][cH:15][c:16]([CH:19]([CH2:20][NH2:21])[CH2:22][C:24](=[O:25])[O:26][c:27]3[cH:28][cH:29][cH:30][cH:31][cH:32]3)[cH:17][cH:18]2)[cH:11][cH:12]1. The reactants are ClCC(=O)C=1C=CC=2N(C3=CC=C(C=C3C2C1)C(CCl)=O)CC (3,6-bis(chloroacetyl)-N-ethylcarbazole), C(C)N1C2=CC=CC=C2C=2C=CC=CC12 (N-ethylcarbazole), ClCC(=O)Cl (chloroacetyl chloride), CNC (dimethylamine), [I-].[K+] (potassium iodide), ice water. Run in CC(CC)=O (butanone). Conditions: time 2 hour. Yields the product O.O.Cl.Cl.CN(C)CC(=O)C=1C=CC=2N(C3=CC=C(C=C3C2C1)C(CN(C)C)=O)CC (3,6-Bis(dimethylaminoacetyl)-N-ethylcarbazole dihydrochloride dihydrate). RXN SMILES: [Cl:1][CH2:2][C:3]([C:5]1[CH:6]=[CH:7][C:8]2[N:9]([CH2:22][CH3:23])[C:10]3[C:15]([C:16]=2[CH:17]=1)=[CH:14][C:13]([C:18](=[O:21])[CH2:19]Cl)=[CH:12][CH:11]=3)=[O:4].C([N:26]1[C:38]2C=CC=CC=2C2[C:27]1=CC=CC=2)C.[Cl:39]CC(Cl)=[O:42].[CH3:44][NH:45][CH3:46].[I-].[K+]>CC(=O)CC>[OH2:4].[OH2:42].[ClH:1].[ClH:39].[CH3:27][N:26]([CH2:2][C:3]([C:5]1[CH:6]=[CH:7][C:8]2[N:9]([CH2:22][CH3:23])[C:10]3[C:15]([C:16]=2[CH:17]=1)=[CH:14][C:13]([C:18](=[O:21])[CH2:19][N:45]([CH3:46])[CH3:44])=[CH:12][CH:11]=3)=[O:4])[CH3:38] |f:4.5,7.8.9.10.11|. Reported procedure: A mixture of 14.6 g (0.042 mole) of 3,6-bis(chloroacetyl)-N-ethylcarbazole, prepared from N-ethylcarbazole and chloroacetyl chloride, 100 ml of 40% dimethylamine and 7.0 g of potassium iodide in 200 ml of butanone is placed in a Parr bomb and heated at 70°-80°C with stirring for 2 hours. The reaction mixture is cooled and poured into 2.0 l of ice water. The solid which precipitates is filtered off, dissolved in chloroform and dried over magnesium sulfate to give the free base of the desired prod...